From a dataset of the Open Reaction Database (ORD), a public repository of structured organic reaction records. describe an organic reaction: reactants, conditions, products, and yield Reactants: I[Si](C)(C)C (iodotrimethylsilane), O=C1N2[C@@H](SCC[C@@H]1NC(OCC1=CC=CC=C1)=O)CCCC2 (benzyl (4S,10aS)-5-oxooctahydro-2H-pyrido[2,1-b][1,3]thiazepin-4-ylcarbamate), [Si](C)(C)(C)I (TMSI). Solvent: C(Cl)Cl (DCM). Reaction conditions: time 1 hour. Yields the product N[C@@H]1C(N2[C@@H](SCC1)CCCC2)=O ((4S,10aS)-4-aminohexahydro-2H-pyrido[2,1-b][1,3]thiazepin-5(7H)-one). Yield: 82.5%. As a reaction SMILES: [O:1]=[C:2]1[C@@H:8]([NH:9]C(=O)OCC2C=CC=CC=2)[CH2:7][CH2:6][S:5][C@H:4]2[CH2:20][CH2:21][CH2:22][CH2:23][N:3]12.I[Si](C)(C)C>C(Cl)Cl>[NH2:9][C@H:8]1[CH2:7][CH2:6][S:5][C@H:4]2[CH2:20][CH2:21][CH2:22][CH2:23][N:3]2[C:2]1=[O:1]. Procedure details: To a solution of benzyl (4S,10aS)-5-oxooctahydro-2H-pyrido[2,1-b][1,3]thiazepin-4-ylcarbamate (103 mg, 0.308 mmol) in DCM (2 mL) stirred at rt was added iodotrimethylsilane (0.054 mL, 0.40 mmol) dropwise. After addition, the resulting yellowish solution was stirred at rt under argon for 1 hr. Additional TMSI (0.054 mL, 0.40 mmol) was added. The yellowish reaction mixture stirred for an additional 1 hr. The reaction was quenched by addition of a drop of 1 N aqueous HCl and then diluted with EtOAc...